From a dataset of the Open Reaction Database (ORD), a public repository of structured organic reaction records. describe an organic reaction: reactants, conditions, products, and yield Conditions: temperature 130 celsius. Starting materials: ClC1=C(C=C(C(=C1)N)[N+](=O)[O-])C1=CC=C(C=C1)C1=CC=CC=C1 (2-Chloro-5-nitro-[1,1′;4′,1″]terphenyl-4-ylamine). Procedure details: A 5 mL Biotage™ microwave vial was charged with Fe (285.0 mg, 5.11 mmol), a solution of compound 2-1 (166.0 mg, 0.511 mmol) in EtOH (3 mL) and diluted aqueous HCl (82 uL of 37% aqueous HCl, diluted with 0.75 mL of water). The resulting suspension was heated in a microwave synthesizer (Biotage Initiator™) at 130° C. for 10 min. The mixture was then filtered and the remaining solids were washed with EtOAc (three times, 2 mL). The filtrate and washes were combined and evaporated to dryness in vacuo... Yields the product ClC1=CC(=C(C=C1C1=CC=C(C=C1)C1=CC=CC=C1)N)N (6-Chloro-[1,1′;4′,1″]terphenyl-3,4-diamine). The reagents and catalysts are [Fe] (Fe). Solvent: CCO (EtOH), Cl (HCl). RXN SMILES: [Cl:1][C:2]1[CH:7]=[C:6]([NH2:8])[C:5]([N+:9]([O-])=O)=[CH:4][C:3]=1[C:12]1[CH:17]=[CH:16][C:15]([C:18]2[CH:23]=[CH:22][CH:21]=[CH:20][CH:19]=2)=[CH:14][CH:13]=1>CCO.Cl.[Fe]>[Cl:1][C:2]1[C:3]([C:12]2[CH:13]=[CH:14][C:15]([C:18]3[CH:23]=[CH:22][CH:21]=[CH:20][CH:19]=3)=[CH:16][CH:17]=2)=[CH:4][C:5]([NH2:9])=[C:6]([NH2:8])[CH:7]=1.